Dataset: the Open Reaction Database (ORD), a public repository of structured organic reaction records. Task: describe an organic reaction: reactants, conditions, products, and yield Reported procedure: To a solution of 1-bromo-2-methoxyethane (5.00 g, 35.97 mmol) in DMF (25 mL), was added sodium azide (3 equiv.) and the mixture was heated at 50° C. for 48 hours. The reaction mixture was diluted with water (75 mL) and extracted with diethyl ether. The organic extract was dried over MgSO4 and concentrated to furnish 1-azido-2-methoxyethane as a yellow liquid. This azide (200 mg, 1.94 mmol) was added to a solution of 2-Amino-6-ethynylbenzonitrile (250 mg, 1.76 mmol) (Example 267c) in H2O/tert-BuO... The solvent is O (water), O.C(C)(C)(C)O (H2O tert-BuOH). Conditions: time 48 hour. Yields the product NC1=C(C#N)C(=CC=C1)C=1N=NN(C1)CCOC (2-Amino-6-(1-(2-methoxyethyl)-1H-1,2,3-triazol-4-yl)benzonitrile). The yield is 88.0%. Reactants: O=C1C(O)=C([O-])[C@H](O1)[C@@H](O)CO.[Na+] (sodium ascorbate), N(=[N+]=[N-])CCOC (1-azido-2-methoxyethane), NC1=C(C#N)C(=CC=C1)C#C (2-Amino-6-ethynylbenzonitrile). The reagents and catalysts are [O-]S(=O)(=O)[O-].[Cu+2] (CuSO4). As a reaction SMILES: [N:1]([CH2:4][CH2:5][O:6][CH3:7])=[N+:2]=[N-:3].[NH2:8][C:9]1[CH:16]=[CH:15][CH:14]=[C:13]([C:17]#[CH:18])[C:10]=1[C:11]#[N:12].O=C1O[C@H]([C@H](CO)O)C([O-])=C1O.[Na+]>O.C(O)(C)(C)C.O.[O-]S([O-])(=O)=O.[Cu+2]>[NH2:8][C:9]1[CH:16]=[CH:15][CH:14]=[C:13]([C:17]2[N:3]=[N:2][N:1]([CH2:4][CH2:5][O:6][CH3:7])[CH:18]=2)[C:10]=1[C:11]#[N:12] |f:2.3,4.5,7.8|. Starting materials: CC(C)OC(=O)c1ccc(Cl)cc1S(=O)(=O)N=C=O, ClCCCl, COc1nc(N)nc(C(F)(F)F)n1. Yields the product COc1nc(NC(=O)NS(=O)(=O)c2cc(Cl)ccc2C(=O)OC(C)C)nc(C(F)(F)F)n1. As a reaction SMILES: [Cl:1][c:2]1[cH:3][cH:4][c:5]([C:14](=[O:15])[O:16][CH:17]([CH3:18])[CH3:19])[c:6]([S:8](=[O:9])(=[O:10])[N:11]=[C:12]=[O:13])[cH:7]1.[Cl:33][CH2:34][CH2:35][Cl:36].[NH2:20][c:21]1[n:22][c:23]([C:29]([F:30])([F:31])[F:32])[n:24][c:25]([O:27][CH3:28])[n:26]1>>[Cl:1][c:2]1[cH:3][cH:4][c:5]([C:14](=[O:15])[O:16][CH:17]([CH3:18])[CH3:19])[c:6]([S:8](=[O:9])(=[O:10])[NH:11][C:12](=[O:13])[NH:20][c:21]2[n:22][c:23]([C:29]([F:30])([F:31])[F:32])[n:24][c:25]([O:27][CH3:28])[n:26]2)[cH:7]1. Run at temperature -65 celsius. Reported procedure: A 2.5M solution of n-BuLi in THF (181 mL, 0.452 mol) was added slowly to a stirred solution of 5-bromo-2-(methyloxy)pyridine (85 g, 0.452 mol) in THF (500 mL) cooled to −65° C. The internal temperature was maintained at or below −55° C. during the addition; when the addition was complete, a solution of 4-fluorobenzaldehyde (51 g, 0.411 mol) in THF (120 mL) was added slowly maintaining the temperature at or below −50° C. Saturated ammonium chloride solution (200 mL) was added and the mixture was ... RXN SMILES: [Li]CCCC.Br[C:7]1[CH:8]=[CH:9][C:10]([O:13][CH3:14])=[N:11][CH:12]=1.[F:15][C:16]1[CH:23]=[CH:22][C:19]([CH:20]=[O:21])=[CH:18][CH:17]=1.[Cl-].[NH4+]>C1COCC1>[F:15][C:16]1[CH:23]=[CH:22][C:19]([CH:20]([C:7]2[CH:12]=[N:11][C:10]([O:13][CH3:14])=[CH:9][CH:8]=2)[OH:21])=[CH:18][CH:17]=1 |f:3.4|. Product: FC1=CC=C(C=C1)C(O)C=1C=NC(=CC1)OC (4-fluorophenyl[6-(methyloxy)-3-pyridinyl]methanol). The reactants are FC1=CC=C(C=O)C=C1 (4-fluorobenzaldehyde), [Cl-].[NH4+] (ammonium chloride), solution, [Li]CCCC (n-BuLi), BrC=1C=CC(=NC1)OC (5-bromo-2-(methyloxy)pyridine). Solvent: C1CCOC1 (THF), C1CCOC1 (THF), C1CCOC1 (THF). Starting materials: COc1ccc2c(c1)NC(=O)C2=Cc1[nH]c(C(=O)O)c(C)c1CCC(=O)O, Cl, [K+], [OH-], O, OCCO. Yields the product COc1ccc2c(c1)NC(=O)C2=Cc1[nH]cc(C)c1CCC(=O)O. RXN SMILES: [C:1](=[O:2])([OH:3])[CH2:4][CH2:5][c:6]1[c:7]([CH3:27])[c:8]([C:24]([OH:25])=[O:26])[nH:9][c:10]1[CH:11]=[C:12]1[C:13](=[O:23])[NH:14][c:15]2[cH:16][c:17]([O:21][CH3:22])[cH:18][cH:19][c:20]21.[ClH:31].[K+:29].[OH-:28].[OH2:30].[OH:32][CH2:33][CH2:34][OH:35]>>[C:1](=[O:2])([OH:3])[CH2:4][CH2:5][c:6]1[c:7]([CH3:27])[cH:8][nH:9][c:10]1[CH:11]=[C:12]1[C:13](=[O:23])[NH:14][c:15]2[cH:16][c:17]([O:21][CH3:22])[cH:18][cH:19][c:20]21. Starting materials: CC1(C)OC=CC(=O)O1, O, O=S(=O)(Cl)Cl, c1ccncc1. Yields the product CC1(C)OC=C(Cl)C(=O)O1. Reaction SMILES: [CH3:6][C:7]1([CH3:14])[O:8][CH:9]=[CH:10][C:11](=[O:13])[O:12]1.[OH2:15].[S:1]([Cl:2])(=[O:3])([Cl:4])=[O:5].[cH:16]1[cH:17][cH:18][n:19][cH:20][cH:21]1>>[Cl:4][C:10]1=[CH:9][O:8][C:7]([CH3:6])([CH3:14])[O:12][C:11]1=[O:13]. Starting materials: COC1OC(COCc2ccccc2)C(O)C(OC(=O)c2ccccc2)C1OC(=O)c1ccccc1, O=S(=O)(Cl)Cl, c1ccncc1. The product is COC1OC(COCc2ccccc2)C(Cl)C(OC(=O)c2ccccc2)C1OC(=O)c1ccccc1. RXN SMILES: [CH2:1]([c:2]1[cH:3][cH:4][cH:5][cH:6][cH:7]1)[O:8][CH2:9][CH:10]1[CH:11]([OH:36])[CH:12]([O:27][C:28]([c:29]2[cH:30][cH:31][cH:32][cH:33][cH:34]2)=[O:35])[CH:13]([O:18][C:19]([c:20]2[cH:21][cH:22][cH:23][cH:24][cH:25]2)=[O:26])[CH:14]([O:15][CH3:16])[O:17]1.[S:37]([Cl:38])(=[O:39])([Cl:40])=[O:41].[cH:42]1[cH:43][cH:44][n:45][cH:46][cH:47]1>>[CH2:1]([c:2]1[cH:3][cH:4][cH:5][cH:6][cH:7]1)[O:8][CH2:9][CH:10]1[CH:11]([Cl:40])[CH:12]([O:27][C:28]([c:29]2[cH:30][cH:31][cH:32][cH:33][cH:34]2)=[O:35])[CH:13]([O:18][C:19]([c:20]2[cH:21][cH:22][cH:23][cH:24][cH:25]2)=[O:26])[CH:14]([O:15][CH3:16])[O:17]1. Reactants: CC(=O)c1ccc(OCc2nc(Cc3cccc(C(=O)O)c3)no2)c(C)c1O, CC(=O)c1ccc(OCc2nc(Cc3cccc(I)c3)no2)c(Cl)c1O. Product: CC(=O)c1ccc(OCc2nc(Cc3cccc(C(=O)O)c3)no2)c(Cl)c1O. RXN SMILES: [C:1]([CH3:2])(=[O:3])[c:4]1[c:5]([OH:28])[c:6]([CH3:27])[c:7]([O:8][CH2:9][c:10]2[n:11][c:12]([CH2:15][c:16]3[cH:17][c:18]([C:19](=[O:20])[OH:21])[cH:22][cH:23][cH:24]3)[n:13][o:14]2)[cH:25][cH:26]1.[Cl:29][c:30]1[c:31]([OH:32])[c:33]([C:34](=[O:35])[CH3:36])[cH:37][cH:38][c:39]1[O:40][CH2:41][c:42]1[o:43][n:44][c:45]([CH2:46][c:47]2[cH:48][cH:49][cH:50][c:51]([I:52])[cH:53]2)[n:54]1>>[C:1]([CH3:2])(=[O:3])[c:4]1[c:5]([OH:28])[c:6]([Cl:29])[c:7]([O:8][CH2:9][c:10]2[n:11][c:12]([CH2:15][c:16]3[cH:17][c:18]([C:19](=[O:20])[OH:21])[cH:22][cH:23][cH:24]3)[n:13][o:14]2)[cH:25][cH:26]1.